From a dataset of the Open Reaction Database (ORD), a public repository of structured organic reaction records. describe an organic reaction: reactants, conditions, products, and yield The reactants are CCCOC(=O)CCCc1cc(F)cc(F)c1, [Na+], [OH-], O. Yields the product O=C(O)CCCc1cc(F)cc(F)c1. Reaction SMILES: [CH2:1]([CH2:2][CH3:3])[O:4][C:5]([CH2:6][CH2:7][CH2:8][c:9]1[cH:10][c:11]([F:16])[cH:12][c:13]([F:15])[cH:14]1)=[O:17].[Na+:19].[OH-:18].[OH2:20]>>[O:4]=[C:5]([CH2:6][CH2:7][CH2:8][c:9]1[cH:10][c:11]([F:16])[cH:12][c:13]([F:15])[cH:14]1)[OH:17].